Dataset: the Open Reaction Database (ORD), a public repository of structured organic reaction records. Task: describe an organic reaction: reactants, conditions, products, and yield Reactants: [Br-], C[Mg+], O=C(Cn1ccnc1)c1cc(F)ccc1O. The product is CC(O)(Cn1ccnc1)c1cc(F)ccc1O. As a reaction SMILES: [Br-:17].[CH3:18][Mg+:19].[F:1][c:2]1[cH:3][cH:4][c:5]([OH:16])[c:6]([C:8]([CH2:9][n:10]2[cH:11][n:12][cH:13][cH:14]2)=[O:15])[cH:7]1>>[F:1][c:2]1[cH:3][cH:4][c:5]([OH:16])[c:6]([C:8]([CH2:9][n:10]2[cH:11][n:12][cH:13][cH:14]2)([OH:15])[CH3:18])[cH:7]1. Reactants: COc1ccc2cccnc2c1O, CC#N, ClCc1ccccc1, ClCCl, [K+], [K+], O=C([O-])[O-]. Product: COc1ccc2cccnc2c1OCc1ccccc1. RXN SMILES: [CH3:1][O:2][c:3]1[cH:4][cH:5][c:6]2[cH:7][cH:8][cH:9][n:10][c:11]2[c:12]1[OH:13].[CH3:28][C:29]#[N:30].[Cl:20][CH2:21][c:22]1[cH:23][cH:24][cH:25][cH:26][cH:27]1.[Cl:31][CH2:32][Cl:33].[K+:14].[K+:15].[O-:16][C:17]([O-:18])=[O:19]>>[CH3:1][O:2][c:3]1[cH:4][cH:5][c:6]2[cH:7][cH:8][cH:9][n:10][c:11]2[c:12]1[O:13][CH2:21][c:22]1[cH:23][cH:24][cH:25][cH:26][cH:27]1. Run in [OH-].[Na+] (NaOH), [OH-].[Na+] (sodium hydroxide). Run at temperature 0 celsius, time 2 hour. RXN SMILES: Br[CH2:2][C:3]([OH:5])=[O:4].C(OC([NH:16][CH2:17][CH2:18][CH2:19][CH2:20][C@@H:21]([C:23]([OH:25])=[O:24])[NH2:22])=O)C1C=CC=CC=1>[OH-].[Na+]>[C:3]([CH2:2][N:22]([CH2:2][C:3]([OH:5])=[O:4])[C@H:21]([C:23]([OH:25])=[O:24])[CH2:20][CH2:19][CH2:18][CH2:17][NH2:16])([OH:5])=[O:4] |f:2.3|. Yields the product C(=O)(O)CN([C@@H](CCCCN)C(=O)O)CC(=O)O (Nα,Nα -bis (carboxymethyl)-L-lysine). The reactants are C(C1=CC=CC=C1)OC(=O)NCCCC[C@H](N)C(=O)O (N'-benzyloxycarbonyl-L-lysine), BrCC(=O)O (bromacetic acid), BrCC(=O)O (Bromacetic acid). Reported procedure: Bromacetic acid (28 g, 200 mmole) was dissolved in 100 ml of 2 M sodium hydroxide (NaOH) and cooled to 0° C. A solution of 28 g (100 mmole) of N'-benzyloxycarbonyl-L-lysine in 150 ml of 2 M NaOH was slowly added dropwise into the bromacetic acid solution while stirring in a 0° C. cooling bath. After 2 hours, the cooling bath was removed and the solution was stirred overnight at room temperature. The solution was then heated for two hours at 50° C. and 300 ml of 1 M hydrochloric acid (HCl) was ad... Starting materials: COC(=O)c1cnn(-c2ccc(C=O)cc2)c1, ClCCl, O=C(OO)c1cccc(Cl)c1. Product: COC(=O)c1cnn(-c2ccc(O)cc2)c1. As a reaction SMILES: [CH3:1][O:2][C:3](=[O:4])[c:5]1[cH:6][n:7][n:8](-[c:10]2[cH:11][cH:12][c:13]([CH:16]=[O:17])[cH:14][cH:15]2)[cH:9]1.[Cl:29][CH2:30][Cl:31].[OH:18][O:19][C:20]([c:21]1[cH:22][c:23]([Cl:24])[cH:25][cH:26][cH:27]1)=[O:28]>>[CH3:1][O:2][C:3](=[O:4])[c:5]1[cH:6][n:7][n:8](-[c:10]2[cH:11][cH:12][c:13]([OH:18])[cH:14][cH:15]2)[cH:9]1.